This data is from the Open Reaction Database (ORD), a public repository of structured organic reaction records. The task is: describe an organic reaction: reactants, conditions, products, and yield Reactants: CC(OC(=O)C1C(C=CC(=O)OC(C)(C)C)C1(C)C)c1cccc(Oc2ccccc2)n1, Cc1ccccc1, Cc1ccc(S(=O)(=O)O)cc1. Product: CC(OC(=O)C1C(C=CC(=O)O)C1(C)C)c1cccc(Oc2ccccc2)n1. RXN SMILES: [CH3:1][C:2]1([CH3:32])[CH:3]([C:14](=[O:15])[O:16][CH:17]([CH3:18])[c:19]2[n:20][c:21]([O:25][c:26]3[cH:27][cH:28][cH:29][cH:30][cH:31]3)[cH:22][cH:23][cH:24]2)[CH:4]1[CH:5]=[CH:6][C:7]([O:8][C:9]([CH3:10])([CH3:11])[CH3:12])=[O:13].[CH3:44][c:45]1[cH:46][cH:47][cH:48][cH:49][cH:50]1.[c:33]1([CH3:34])[cH:35][cH:36][c:37]([S:38]([OH:39])(=[O:40])=[O:41])[cH:42][cH:43]1>>[CH3:1][C:2]1([CH3:32])[CH:3]([C:14](=[O:15])[O:16][CH:17]([CH3:18])[c:19]2[n:20][c:21]([O:25][c:26]3[cH:27][cH:28][cH:29][cH:30][cH:31]3)[cH:22][cH:23][cH:24]2)[CH:4]1[CH:5]=[CH:6][C:7](=[O:8])[OH:13]. The reactants are COS(C)(=O)=O, C1COCCO1, c1ccncc1. Yields the product C[n+]1ccccc1, CS(=O)(=O)[O-]. RXN SMILES: [CH3:1][O:2][S:3]([CH3:4])(=[O:5])=[O:6].[O:13]1[CH2:14][CH2:15][O:16][CH2:17][CH2:18]1.[cH:7]1[cH:8][cH:9][n:10][cH:11][cH:12]1>>[CH3:1][n+:10]1[cH:9][cH:8][cH:7][cH:12][cH:11]1.[O:2]=[S:3]([CH3:4])(=[O:5])[O-:6].